Task: describe an organic reaction: reactants, conditions, products, and yield. Dataset: the Open Reaction Database (ORD), a public repository of structured organic reaction records The reactants are O=C1CCC1, CO, [Cl-], [Cl-], OC1CCNCC1, [Zn+2]. Product: OC1CCN(C2CCC2)CC1. As a reaction SMILES: [C:8]1(=[O:12])[CH2:9][CH2:10][CH2:11]1.[CH3:16][OH:17].[Cl-:13].[Cl-:14].[OH:1][CH:2]1[CH2:3][CH2:4][NH:5][CH2:6][CH2:7]1.[Zn+2:15]>>[OH:1][CH:2]1[CH2:3][CH2:4][N:5]([CH:8]2[CH2:9][CH2:10][CH2:11]2)[CH2:6][CH2:7]1. Reactants: CCCCC(C)(Cc1ccc(OCCOC2CCCCO2)cc1)C(=O)OCC, O, Cc1ccc(S(=O)(=O)O)cc1. Product: CCCCC(C)(Cc1ccc(OCCO)cc1)C(=O)OCC. As a reaction SMILES: [CH2:1]([CH2:2][CH2:3][CH3:4])[C:5]([C:6](=[O:7])[O:8][CH2:9][CH3:10])([CH2:11][c:12]1[cH:13][cH:14][c:15]([O:18][CH2:19][CH2:20][O:21][CH:22]2[CH2:23][CH2:24][CH2:25][CH2:26][O:27]2)[cH:16][cH:17]1)[CH3:28].[OH2:29].[c:30]1([CH3:31])[cH:32][cH:33][c:34]([S:35]([OH:36])(=[O:37])=[O:38])[cH:39][cH:40]1>>[CH2:1]([CH2:2][CH2:3][CH3:4])[C:5]([C:6](=[O:7])[O:8][CH2:9][CH3:10])([CH2:11][c:12]1[cH:13][cH:14][c:15]([O:18][CH2:19][CH2:20][OH:21])[cH:16][cH:17]1)[CH3:28]. The reactants are C(O)CN (ethanolamine), ClC=1C=2C(N=C(C1)C)=C(N(N2)C2=CC=CC=C2)C (7-chloro-3,5-dimethyl-2-phenylpyrazolo[4,3-b]pyridine). Run in C=1(C(=CC=CC1)C)C (xylene). Product: OCCNC=1C=2C(N=C(C1)C)=C(N(N2)C2=CC=CC=C2)C (7-(2-Hydroxyethylamino)-3,5-dimethyl-2-phenylpyrazolo[4,3-b]pyridine). As a reaction SMILES: [CH2:1]([CH2:3][NH2:4])[OH:2].Cl[C:6]1[C:7]2[C:8](=[C:13]([CH3:22])[N:14]([C:16]3[CH:21]=[CH:20][CH:19]=[CH:18][CH:17]=3)[N:15]=2)[N:9]=[C:10]([CH3:12])[CH:11]=1>C1(C)C(C)=CC=CC=1>[OH:2][CH2:1][CH2:3][NH:4][C:6]1[C:7]2[C:8](=[C:13]([CH3:22])[N:14]([C:16]3[CH:17]=[CH:18][CH:19]=[CH:20][CH:21]=3)[N:15]=2)[N:9]=[C:10]([CH3:12])[CH:11]=1. Procedure: A mixture of ethanolamine (1.0 ml) and 7-chloro-3,5-dimethyl-2-phenylpyrazolo[4,3-b]pyridine (0.080 g) in dry xylene (5 ml) was heated under reflux for 48 h. After cooling, the resulting brown oil solidified. The solvent was decanted off and the solid washed several times with xylene. The brown solid was dissolved in aqueous methanol and the pH adjusted to pH 8-9 with 10% sodium carbonate solution. The resulting solid was filtered off, dried and recrystallised from chloroform/pentane to give the... Reactants: COc1ccc(O)cc1, Cc1cc(Nc2cc3c(C)cccc3c(Cl)n2)n[nH]1. Product: COc1ccc(Oc2nc(Nc3cc(C)[nH]n3)cc3c(C)cccc23)cc1. As a reaction SMILES: [CH3:1][O:2][c:3]1[cH:4][cH:5][c:6]([OH:9])[cH:7][cH:8]1.[Cl:10][c:11]1[n:12][c:13]([NH:22][c:23]2[n:24][nH:25][c:26]([CH3:28])[cH:27]2)[cH:14][c:15]2[c:16]([CH3:21])[cH:17][cH:18][cH:19][c:20]12>>[CH3:1][O:2][c:3]1[cH:4][cH:5][c:6]([O:9][c:11]2[n:12][c:13]([NH:22][c:23]3[n:24][nH:25][c:26]([CH3:28])[cH:27]3)[cH:14][c:15]3[c:16]([CH3:21])[cH:17][cH:18][cH:19][c:20]23)[cH:7][cH:8]1. Starting materials: C(CCC)(=O)O[C@H](C)C1=NC=CC(=N1)N1CCC2(CC1)OC1=CC=C(C=C1C(C2)=O)Cl ((R)-1′-[2-(1-butyryloxy-ethyl)-pyrimidin-4-yl]-6-chloro-spiro[chroman-2,4′-piperidin]-4-one), O.[OH-].[Li+] (lithium hydroxide hydrate). Solvent: O1CCCC1.CO.O (tetrahydrofuran methanol water). Reaction conditions: time 1.5 hour. The product is ClC=1C=C2C(CC3(CCN(CC3)C3=NC(=NC=C3)[C@@H](C)O)OC2=CC1)=O ((R)-6-Chloro-1′-[2-(1-hydroxy-ethyl)-pyrimidin-4-yl]-spiro[chroman-2,4′-piperidin]-4-one). The yield is 18.0%. RXN SMILES: C([O:6][C@@H:7]([C:9]1[N:14]=[C:13]([N:15]2[CH2:20][CH2:19][C:18]3([CH2:29][C:28](=[O:30])[C:27]4[C:22](=[CH:23][CH:24]=[C:25]([Cl:31])[CH:26]=4)[O:21]3)[CH2:17][CH2:16]2)[CH:12]=[CH:11][N:10]=1)[CH3:8])(=O)CCC.O.[OH-].[Li+]>O1CCCC1.CO.O>[Cl:31][C:25]1[CH:26]=[C:27]2[C:22](=[CH:23][CH:24]=1)[O:21][C:18]1([CH2:19][CH2:20][N:15]([C:13]3[CH:12]=[CH:11][N:10]=[C:9]([C@H:7]([OH:6])[CH3:8])[N:14]=3)[CH2:16][CH2:17]1)[CH2:29][C:28]2=[O:30] |f:1.2.3,4.5.6|. Procedure details: A mixture of (R)-1′-[2-(1-butyryloxy-ethyl)-pyrimidin-4-yl]-6-chloro-spiro[chroman-2,4′-piperidin]-4-one (prepared according to the method of Example 78, Step B, 270 mg, 0.61 mmol) and lithium hydroxide hydrate (80 mg, 1.83 mmol) in a 3:1:1 mixture of tetrahydrofuran/methanol/water (5 mL) was stirred at room temperature for 1.5 h. The organic solvents were evaporated and the residue was extracted with chloroform (4×). The combined organic extracts were dried over sodium sulfate, filtered, evapor... Reaction SMILES: [CH3:1][O:2][c:3]1[cH:4][cH:5][c:6]([CH2:7][NH:8][c:9]2[c:10](=[O:20])[n:11]([CH2:16][C:17](=[O:18])[OH:19])[c:12]([CH3:15])[cH:13][n:14]2)[cH:21][cH:22]1.[OH:23][C:24]([C:25]([F:26])([F:27])[F:28])=[O:29]>>[NH2:8][c:9]1[c:10](=[O:20])[n:11]([CH2:16][C:17](=[O:18])[OH:19])[c:12]([CH3:15])[cH:13][n:14]1. The reactants are COc1ccc(CNc2ncc(C)n(CC(=O)O)c2=O)cc1, O=C(O)C(F)(F)F. The product is Cc1cnc(N)c(=O)n1CC(=O)O. The reactants are O=C(O)C(CO)NCc1ccccc1, O=C(Cl)CCl, Cl, [Na+], [OH-], O. Product: O=C(O)C(CO)N(Cc1ccccc1)C(=O)CCl. Reaction SMILES: [CH2:2]([c:3]1[cH:4][cH:5][cH:6][cH:7][cH:8]1)[NH:9][CH:10]([C:11](=[O:12])[OH:13])[CH2:14][OH:15].[Cl:18][CH2:19][C:20](=[O:21])[Cl:22].[ClH:1].[Na+:17].[OH-:16].[OH2:23]>>[CH2:2]([c:3]1[cH:4][cH:5][cH:6][cH:7][cH:8]1)[N:9]([CH:10]([C:11](=[O:12])[OH:13])[CH2:14][OH:15])[C:20]([CH2:19][Cl:18])=[O:21]. Starting materials: CN1CC2=C(C(C1)O)C=CO2 (6-methyl-4,5,6,7-tetrahydrofuro[2,3-c]pyridin-4-ol), ClC1=C(C=CC(=C1)F)C (2-chloro-4-fluoro-1-methylbenzene). Yields the product Cl.ClC=1C=C(C=CC1C)OC1C2=C(CN(C1)C)OC=C2 (4-(3-Chloro-4-methylphenyloxy)-6-methyl-4,5,6,7-tetrahydrofuro[2,3-c]pyridine hydrochloride). As a reaction SMILES: [CH3:1][N:2]1[CH2:7][CH:6]([OH:8])[C:5]2[CH:9]=[CH:10][O:11][C:4]=2[CH2:3]1.[Cl:12][C:13]1[CH:18]=[C:17](F)[CH:16]=[CH:15][C:14]=1[CH3:20]>>[ClH:12].[Cl:12][C:13]1[CH:18]=[C:17]([O:8][CH:6]2[CH2:7][N:2]([CH3:1])[CH2:3][C:4]3[O:11][CH:10]=[CH:9][C:5]2=3)[CH:16]=[CH:15][C:14]=1[CH3:20] |f:2.3|. Procedure details: The same method as in Example 3 was conducted using 6-methyl-4,5,6,7-tetrahydrofuro[2,3-c]pyridin-4-ol (Reference Example 1) instead of 6-methyl-4,5,6,7-tetrahydrothieno[2,3-c]pyridin-4-ol (Reference Example 6) and was conducted using 2-chloro-4-fluoro-1-methylbenzene instead of 1,3-difluorobenzene to give the objective compound. Starting materials: CCO, Cl, C(=CCCC1CCCCC1)CCc1cn(C(c2ccccc2)(c2ccccc2)c2ccccc2)cn1. The product is C(=CCCC1CCCCC1)CCc1c[nH]cn1. RXN SMILES: [CH3:38][CH2:39][OH:40].[ClH:37].[c:1]1([C:2]([c:3]2[cH:4][cH:5][cH:6][cH:7][cH:25]2)([n:8]2[cH:9][n:10][c:11]([CH2:13][CH2:14][CH:15]=[CH:16][CH2:17][CH2:18][CH:19]3[CH2:20][CH2:21][CH2:22][CH2:23][CH2:24]3)[cH:12]2)[c:26]2[cH:27][cH:28][cH:29][cH:30][cH:31]2)[cH:32][cH:33][cH:34][cH:35][cH:36]1>>[nH:8]1[cH:9][n:10][c:11]([CH2:13][CH2:14][CH:15]=[CH:16][CH2:17][CH2:18][CH:19]2[CH2:20][CH2:21][CH2:22][CH2:23][CH2:24]2)[cH:12]1. The reactants are COC(OC)C1(C)Oc2ccc([N+](=O)[O-])cc2C2OC21, FC(F)(F)Oc1ccc(NCc2ncc[nH]2)cc1. Product: COC(OC)C1(C)Oc2ccc([N+](=O)[O-])cc2C(N(Cc2ncc[nH]2)c2ccc(OC(F)(F)F)cc2)C1O. RXN SMILES: [CH3:1][O:2][CH:3]([C:4]1([CH3:18])[O:5][c:6]2[c:7]([cH:11][c:12]([N+:15](=[O:16])[O-:17])[cH:13][cH:14]2)[CH:8]2[CH:9]1[O:10]2)[O:19][CH3:20].[F:21][C:22]([O:23][c:24]1[cH:25][cH:26][c:27]([NH:30][CH2:31][c:32]2[nH:33][cH:34][cH:35][n:36]2)[cH:28][cH:29]1)([F:37])[F:38]>>[CH3:1][O:2][CH:3]([C:4]1([CH3:18])[O:5][c:6]2[c:7]([cH:11][c:12]([N+:15](=[O:16])[O-:17])[cH:13][cH:14]2)[CH:8]([N:30]([c:27]2[cH:26][cH:25][c:24]([O:23][C:22]([F:21])([F:37])[F:38])[cH:29][cH:28]2)[CH2:31][c:32]2[n:33][cH:34][cH:35][nH:36]2)[CH:9]1[OH:10])[O:19][CH3:20].